This data is from the Open Reaction Database (ORD), a public repository of structured organic reaction records. The task is: describe an organic reaction: reactants, conditions, products, and yield Reactants: CCO, COc1ccc(Sc2ccc([N+](=O)[O-])cc2)cc1. Yields the product COc1ccc(Sc2ccc(N)cc2)cc1. As a reaction SMILES: [CH3:19][CH2:20][OH:21].[CH3:1][O:2][c:3]1[cH:4][cH:5][c:6]([S:9][c:10]2[cH:11][cH:12][c:13]([N+:16]([O-:17])=[O:18])[cH:14][cH:15]2)[cH:7][cH:8]1>>[CH3:1][O:2][c:3]1[cH:4][cH:5][c:6]([S:9][c:10]2[cH:11][cH:12][c:13]([NH2:16])[cH:14][cH:15]2)[cH:7][cH:8]1. Reactants: Cl (HCl), C/C(=N\N=C(N)N)/C=N/N=C(N)N (MGBG), C(C)(C)O (Isopropanol). Run in O (DI water). Reaction conditions: temperature 30 celsius, time 1 hour. The product is CC(C=NNC(N)=N)=NNC(N)=N (2,2'-(1-Methyl-1,2-ethanediylidene)bis[hydrazinecarboximidamide]). As a reaction SMILES: [CH3:1]/[C:2](/[CH:8]=[N:9]/[N:10]=[C:11]([NH2:13])[NH2:12])=[N:3]\[N:4]=[C:5]([NH2:7])[NH2:6].Cl.C(O)(C)C>O>[CH3:1][C:2](=[N:3][NH:4][C:5](=[NH:6])[NH2:7])[CH:8]=[N:9][NH:10][C:11](=[NH:12])[NH2:13]. Procedure: A suspension of etude MGBG (460 g) in 920 g DI water was warmed to 40°-50° C. to give a clear pale yellow solution. The mixture was cooled to 30° C. and 920 mg conc. HCl was added. A pH of 0-1 was measured with litmus paper. Isopropanol (350 g, 446 mL) was added rapidly and the mixture stirred for 1 hour at 28°-32° C. The solutions were filtered to remove insoluble material. The filtrate was added to the reaction flask and acidified further with 0.5 g of conc. HCl The isopropanol (1.84 kg) was a... The reactants are O=C(O)c1cc(F)ccc1Br, CCN=C=NCCCN(C)C, CCN(C(C)C)C(C)C, Cl, Cl, CN(C)C=O, O, On1nnc2ccccc21, O=C(CC(=O)N1CCNCC1)Nc1ccc(-c2ccccc2)cc1. The product is O=C(CC(=O)N1CCN(C(=O)c2cc(F)ccc2Br)CC1)Nc1ccc(-c2ccccc2)cc1. Reaction SMILES: [Br:20][c:21]1[c:22]([C:23](=[O:24])[OH:25])[cH:26][c:27]([F:30])[cH:28][cH:29]1.[CH3:31][CH2:32][N:33]=[C:34]=[N:35][CH2:36][CH2:37][CH2:38][N:39]([CH3:40])[CH3:41].[CH:11]([N:12]([CH2:13][CH3:14])[CH:15]([CH3:16])[CH3:17])([CH3:18])[CH3:19].[ClH:42].[ClH:43].[O:68]=[CH:69][N:70]([CH3:71])[CH3:72].[OH2:73].[OH:1][n:2]1[c:3]2[c:4]([cH:5][cH:6][cH:7][cH:8]2)[n:9][n:10]1.[c:44]1(-[c:62]2[cH:63][cH:64][cH:65][cH:66][cH:67]2)[cH:45][cH:46][c:47]([NH:50][C:51]([CH2:52][C:53]([N:54]2[CH2:55][CH2:56][NH:57][CH2:58][CH2:59]2)=[O:60])=[O:61])[cH:48][cH:49]1>>[Br:20][c:21]1[c:22]([C:23](=[O:25])[N:57]2[CH2:56][CH2:55][N:54]([C:53]([CH2:52][C:51]([NH:50][c:47]3[cH:46][cH:45][c:44](-[c:62]4[cH:63][cH:64][cH:65][cH:66][cH:67]4)[cH:49][cH:48]3)=[O:61])=[O:60])[CH2:59][CH2:58]2)[cH:26][c:27]([F:30])[cH:28][cH:29]1. Starting materials: BrC1=CC=C(C=C1)NCC(=O)O ((4-bromo-phenylamino)-acetic acid), CN(C)CC1=CC=C(C=C1)N (4-dimethylaminomethyl-phenylamine). Yields the product BrC1=CC=C(C=C1)NCC(=O)NC1=CC=C(C=C1)CN(C)C (2-(4-bromo-phenylamino)-N-(4-dimethylaminomethyl-phenyl)-acetamide). RXN SMILES: [Br:1][C:2]1[CH:7]=[CH:6][C:5]([NH:8][CH2:9][C:10]([OH:12])=O)=[CH:4][CH:3]=1.[CH3:13][N:14]([CH2:16][C:17]1[CH:22]=[CH:21][C:20]([NH2:23])=[CH:19][CH:18]=1)[CH3:15]>>[Br:1][C:2]1[CH:3]=[CH:4][C:5]([NH:8][CH2:9][C:10]([NH:23][C:20]2[CH:19]=[CH:18][C:17]([CH2:16][N:14]([CH3:15])[CH3:13])=[CH:22][CH:21]=2)=[O:12])=[CH:6][CH:7]=1. Reported procedure: The product was prepared according to general working method I from (4-bromo-phenylamino)-acetic acid and 4-dimethylaminomethyl-phenylamine. The reactants are CC(CCC1(C(CC(C2=CC=CC=C12)=O)=O)C(=O)OC)(C)C (methyl 1-(3,3-dimethylbutyl)-2,4-dioxo-1,2,3,4-tetrahydronaphthalene-1-carboxylate), [OH-].[Na+] (NaOH), Cl (HCl). Yields the product CC(CCC1(C(CC(C2=CC=CC=C12)=O)=O)O)(C)C (4-(3,3-dimethylbutyl)-4-hydroxynaphthalene-1,3(2H,4H)-dione). Yield: 56.0%. RXN SMILES: [CH3:1][C:2]([CH3:22])([CH3:21])[CH2:3][CH2:4][C:5]1(C(OC)=O)[C:14]2[C:9](=[CH:10][CH:11]=[CH:12][CH:13]=2)[C:8](=[O:15])[CH2:7][C:6]1=[O:16].Cl.[OH-:24].[Na+]>>[CH3:1][C:2]([CH3:22])([CH3:21])[CH2:3][CH2:4][C:5]1([OH:24])[C:14]2[C:9](=[CH:10][CH:11]=[CH:12][CH:13]=2)[C:8](=[O:15])[CH2:7][C:6]1=[O:16] |f:2.3|. Reported procedure: A solution of Example 8C (0.28 g, 0.93 mmol) in 1 N NaOH (11.2 mL) was stirred at 45° C. for 2 days. The solution was neutralized to PH 3 with 1 N HCl, extracted with ethyl acetate, and the organic layer was concentrated in vacuo. Column chromatography on silica (7% methanol/dichloromethane) afforded the title compound as a white solid (0.135 g, 56%).